This data is from the Open Reaction Database (ORD), a public repository of structured organic reaction records. The task is: describe an organic reaction: reactants, conditions, products, and yield Reactants: S1C(=NC2=C1C=CC=C2)C(O)C2=CC(=CC=C2)OCCC (benzothiazol-2-yl(3-propoxyphenyl)methanol), [Mn](=O)(=O)(=O)[O-].[Ba+2].[Mn](=O)(=O)(=O)[O-] (barium permanganate). Solvent: C(C)#N (acetonitrile). Yields the product S1C(=NC2=C1C=CC=C2)C(=O)C2=CC(=CC=C2)OCCC (benzothiazol-2-yl(3-propoxyphenyl)methanone). RXN SMILES: [S:1]1[C:5]2[CH:6]=[CH:7][CH:8]=[CH:9][C:4]=2[N:3]=[C:2]1[CH:10]([C:12]1[CH:17]=[CH:16][CH:15]=[C:14]([O:18][CH2:19][CH2:20][CH3:21])[CH:13]=1)[OH:11].[Mn]([O-])(=O)(=O)=O.[Ba+2].[Mn]([O-])(=O)(=O)=O>C(#N)C>[S:1]1[C:5]2[CH:6]=[CH:7][CH:8]=[CH:9][C:4]=2[N:3]=[C:2]1[C:10]([C:12]1[CH:17]=[CH:16][CH:15]=[C:14]([O:18][CH2:19][CH2:20][CH3:21])[CH:13]=1)=[O:11] |f:1.2.3|. Reported procedure: A mixture benzothiazol-2-yl(3-propoxyphenyl)methanol (1 g) and barium permanganate (0.95 g) in acetonitrile 15 mL) is refluxed for 30 minutes. The mixture is filtered over a clarcel pad, concentrated under reduced pressure and purified by column chromatography over silica gel (eluant heptane/ethyl acetate: 4/1) to give benzothiazol-2-yl(3-propoxyphenyl)methanone as a white crystalline solid. Reactants: O=Cc1ccco1, O=CC(O)C(O)C(O)CO. Yields the product OCC(O)C(O)C(O)CO. Reaction SMILES: [CH:1](=[O:2])[c:3]1[o:4][cH:5][cH:6][cH:7]1.[O:8]=[CH:9][CH:10]([OH:11])[CH:12]([OH:13])[CH:14]([OH:15])[CH2:16][OH:17]>>[OH:8][CH2:9][CH:10]([OH:11])[CH:12]([OH:13])[CH:14]([OH:15])[CH2:16][OH:17]. The reactants are COC(C)(C)C1=NC=CC=C1O (2-(1-methoxy-1-methyl-ethyl)-pyridin-3-ol), C([O-])([O-])=O.[K+].[K+] (potassium carbonate), ClC1=NC2=CC=C(C(=C2N=C1C)F)F (2-chloro-5,6-difluoro-3-methylquinoxaline). Solvent: CN1C(CCC1)=O (N-methylpyrrolidone). Conditions: temperature 100 celsius, time 3 hour. Yields the product FC1=C2N=C(C(=NC2=CC=C1F)OC=1C(=NC=CC1)C(C)(C)OC)C (5,6-difluoro-2-[2-(1-methoxy-1-methyl-ethyl)-pyridin-3-yloxy]-3-methyl-quinoxaline). The yield is 89.4%. Reaction SMILES: Cl[C:2]1[C:11]([CH3:12])=[N:10][C:9]2[C:4](=[CH:5][CH:6]=[C:7]([F:14])[C:8]=2[F:13])[N:3]=1.[CH3:15][O:16][C:17]([C:20]1[C:25]([OH:26])=[CH:24][CH:23]=[CH:22][N:21]=1)([CH3:19])[CH3:18].C(=O)([O-])[O-].[K+].[K+]>CN1CCCC1=O>[F:13][C:8]1[C:7]([F:14])=[CH:6][CH:5]=[C:4]2[C:9]=1[N:10]=[C:11]([CH3:12])[C:2]([O:26][C:25]1[C:20]([C:17]([O:16][CH3:15])([CH3:18])[CH3:19])=[N:21][CH:22]=[CH:23][CH:24]=1)=[N:3]2 |f:2.3.4|. Reported procedure: 0.17 g of 2-chloro-5,6-difluoro-3-methylquinoxaline were dissolved in 2 mL of N-methylpyrrolidone. 0.13 g of 2-(1-methoxy-1-methyl-ethyl)-pyridin-3-ol and 0.11 g of potassium carbonate were added thereto followed by stirring for 3 hours at 100° C. Subsequently, the reaction solution was purified by silica gel column chromatography to obtain 0.24 g of 5,6-difluoro-2-[2-(1-methoxy-1-methyl-ethyl)-pyridin-3-yloxy]-3-methyl-quinoxaline. Reactants: CC1(CO)CC=C(c2ccc(OCc3ccccc3)cc2)CC1, ClCCl. Product: CC1(CO)CC=C(c2ccc(O)cc2)CC1. As a reaction SMILES: [CH2:1]([c:2]1[cH:3][cH:4][cH:5][cH:6][cH:7]1)[O:8][c:9]1[cH:10][cH:11][c:12]([C:15]2=[CH:16][CH2:17][C:18]([CH3:21])([CH2:22][OH:23])[CH2:19][CH2:20]2)[cH:13][cH:14]1.[Cl:24][CH2:25][Cl:26]>>[OH:8][c:9]1[cH:10][cH:11][c:12]([C:15]2=[CH:16][CH2:17][C:18]([CH3:21])([CH2:22][OH:23])[CH2:19][CH2:20]2)[cH:13][cH:14]1. The reactants are CC1=CC=C(C=C1)C=1N=C2NC3=C(N2C1CC(=O)OCC)C=CC=C3 (ethyl 2-(4-methylphenyl)-9H-imidazo[1,2-a]benzimidazole-3-acetate), liquid, CN (methylamine). The solvent is CO (methanol). Conditions: time 16 hour. Yields the product CNC(CC1=C(N=C2NC3=C(N21)C=CC=C3)C3=CC=C(C=C3)C)=O (N-Methyl-2-(4-methylphenyl)-9H-imidazo[1,2-a]benzimidazole-3-acetamide). As a reaction SMILES: [CH3:1][C:2]1[CH:7]=[CH:6][C:5]([C:8]2[N:9]=[C:10]3[N:14]([C:15]=2[CH2:16][C:17]([O:19]CC)=O)[C:13]2[CH:22]=[CH:23][CH:24]=[CH:25][C:12]=2[NH:11]3)=[CH:4][CH:3]=1.[CH3:26][NH2:27]>CO>[CH3:26][NH:27][C:17](=[O:19])[CH2:16][C:15]1[N:14]2[C:10]([NH:11][C:12]3[CH:25]=[CH:24][CH:23]=[CH:22][C:13]=32)=[N:9][C:8]=1[C:5]1[CH:6]=[CH:7][C:2]([CH3:1])=[CH:3][CH:4]=1. Procedure: 2 g of ethyl 2-(4-methylphenyl)-9H-imidazo[1,2-a]benzimidazole-3-acetate in 60 ml of methanol are treated with 60 ml of liquid methylamine, while stirring the mixture at room temperature for 16 h. The solvent is evaporated under reduced pressure. The residue is washed with water and recrystallized twice from N,N-dimethylformamide. 0.8 g of compound is finally isolated. Melting point: 303°-308° C. (decomposition).